This data is from the Open Reaction Database (ORD), a public repository of structured organic reaction records. The task is: describe an organic reaction: reactants, conditions, products, and yield Starting materials: O=C1OC(=O)C2=C1CCCC2, CC(=O)O, C#CCn1c(=O)oc2ccc(N)cc21, O. Yields the product C#CCn1c(=O)oc2ccc(N3C(=O)C4=C(CCCC4)C3=O)cc21. As a reaction SMILES: [C:15]1(=[O:25])[C:16]2=[C:17]([C:18](=[O:19])[O:20]1)[CH2:21][CH2:22][CH2:23][CH2:24]2.[CH3:26][C:27](=[O:28])[OH:29].[NH2:1][c:2]1[cH:3][cH:4][c:5]2[c:6]([n:7]([CH2:11][C:12]#[CH:13])[c:8](=[O:10])[o:9]2)[cH:14]1.[OH2:30]>>[N:1]1([c:2]2[cH:3][cH:4][c:5]3[c:6]([n:7]([CH2:11][C:12]#[CH:13])[c:8](=[O:10])[o:9]3)[cH:14]2)[C:15](=[O:20])[C:16]2=[C:17]([C:18]1=[O:19])[CH2:21][CH2:22][CH2:23][CH2:24]2.